Dataset: the Open Reaction Database (ORD), a public repository of structured organic reaction records. Task: describe an organic reaction: reactants, conditions, products, and yield Starting materials: FC(C(=O)O)(F)F (trifluoroacetic acid), C(C)[SiH](CC)CC (triethylsilane), C(C1=CC=CC=C1)(C1=CC=CC=C1)(C1=CC=CC=C1)N1C=NC(=C1)CNC=1C(=C(C(=O)C(C[C@H](N)C(=O)O)(C)C)C=CC1)C1=CC=CC=C1 (4-[N-(1-Trityl-imidazol-4-yl)methylamino-2-phenylbenzoyl]leucine). Solvent: ClCCl (dichloromethane). Run at time 2 hour. Yields the product N1C=NC(=C1)CNC=1C(=C(C(=O)C(C[C@H](N)C(=O)O)(C)C)C=CC1)C1=CC=CC=C1 (4-[N-(1H-Imidazol-4-yl)methylamino-2-phenylbenzoyl]leucine). As a reaction SMILES: C([N:20]1[CH:24]=[C:23]([CH2:25][NH:26][C:27]2[C:28]([C:44]3[CH:49]=[CH:48][CH:47]=[CH:46][CH:45]=3)=[C:29]([CH:41]=[CH:42][CH:43]=2)[C:30]([C:32]([CH3:40])([CH3:39])[CH2:33][C@@H:34]([C:36]([OH:38])=[O:37])[NH2:35])=[O:31])[N:22]=[CH:21]1)(C1C=CC=CC=1)(C1C=CC=CC=1)C1C=CC=CC=1.FC(F)(F)C(O)=O.C([SiH](CC)CC)C>ClCCl>[NH:20]1[CH:24]=[C:23]([CH2:25][NH:26][C:27]2[C:28]([C:44]3[CH:45]=[CH:46][CH:47]=[CH:48][CH:49]=3)=[C:29]([CH:41]=[CH:42][CH:43]=2)[C:30]([C:32]([CH3:40])([CH3:39])[CH2:33][C@@H:34]([C:36]([OH:38])=[O:37])[NH2:35])=[O:31])[N:22]=[CH:21]1. Procedure: The compound of Example 387B (0.25 g, 0.38 mmol) was dissolved in 10 mL dichloromethane and 3 mL trifluoroacetic acid followed by the addition of 1.5 mL of triethylsilane and the reaction stirred at room temperature for 2 hours. The solvents were evaporated and ether added followed by the addition of 6 N HCl in ether to precipitate the desired compound (0.12 g, 77%) which was collected by rapid filtration. 1H NMR (300 MHz, DMSO-d6) 0.76 (dd, 6H), 1.38 (m, 2H), 1.55 (m, 1H), 4.19 (m, 1H), 4.42 (d... Starting materials: [Cl-].[NH4+] (ammonium chloride), Cl (hydrochloric acid), BrC=1C=NC(=NC1)OCCOC1=C(C(=NC=N1)NS(=O)(=O)C1=CC=C(C=C1)C(C)(C)C)C1=CC=C(C=C1)C (N-[6-{2-(5-bromopyrimidin-2-yloxy)ethoxy}-5-(4-methylphenyl)pyrimidin-4-yl]-4-tert-butylbenzenesulfonamide), solution, C(CCC)[Li] (n-butyl lithium), O1CCCC1 (tetrahydrofuran). The solvent is CN(C=O)C (dimethylformamide), CCCCCC (n-hexane). Conditions: temperature -78 celsius, time 15 minute. The product is C(C)(C)(C)C1=CC=C(C=C1)S(=O)(=O)NC1=NC=NC(=C1C1=CC=C(C=C1)C)OCCOC1=NC=C(C=N1)C=O (4-tert-butyl-N-[6-{2-(5-formylpyrimidin-2-yloxy)ethoxy}-5-(4-methylphenyl)pyrimidin-4-yl]benzenesulfonamide). As a reaction SMILES: Br[C:2]1[CH:3]=[N:4][C:5]([O:8][CH2:9][CH2:10][O:11][C:12]2[N:17]=[CH:16][N:15]=[C:14]([NH:18][S:19]([C:22]3[CH:27]=[CH:26][C:25]([C:28]([CH3:31])([CH3:30])[CH3:29])=[CH:24][CH:23]=3)(=[O:21])=[O:20])[C:13]=2[C:32]2[CH:37]=[CH:36][C:35]([CH3:38])=[CH:34][CH:33]=2)=[N:6][CH:7]=1.C([Li])CCC.[Cl-].[NH4+].Cl.[O:47]1CCC[CH2:48]1>CCCCCC.CN(C)C=O>[C:28]([C:25]1[CH:26]=[CH:27][C:22]([S:19]([NH:18][C:14]2[C:13]([C:32]3[CH:37]=[CH:36][C:35]([CH3:38])=[CH:34][CH:33]=3)=[C:12]([O:11][CH2:10][CH2:9][O:8][C:5]3[N:4]=[CH:3][C:2]([CH:48]=[O:47])=[CH:7][N:6]=3)[N:17]=[CH:16][N:15]=2)(=[O:21])=[O:20])=[CH:23][CH:24]=1)([CH3:31])([CH3:30])[CH3:29] |f:2.3|. Procedure: To a solution of N-[6-{2-(5-bromopyrimidin-2-yloxy)ethoxy}-5-(4-methylphenyl)pyrimidin-4-yl]-4-tert-butylbenzenesulfonamide (700 mg) in tetrahydrofuran (15 ml) is added dropwise a 1.6M solution of n-butyl lithium in n-hexane (1.46 ml) at -78° C. The mixture is stirred at -78° C. for 15 minutes, and thereto is added dimethylformamide (0.28 ml), and the reaction solution is reacted at the same temperature for 15 minutes. The solution is treated with aqueous ammonium chloride solution, and acidifie... The reactants are CC(=CC(=O)OCC)C=CC=C(CCCC(CCC=C(C)C)C)C (ethyl 3,7,11,15-tetramethyl-2,4,6,14-hexadecatetraenoate), Cl (hydrochloric acid), [OH-].[K+] (potassium hydroxide), ice water. Run in C(C)(C)O (isopropyl alcohol). Yields the product CC(=CC(=O)O)C=CC=C(CCCC(CCC=C(C)C)C)C (3,7,11,15-Tetramethyl-2,4,6,14-hexadecatetraenoic acid). RXN SMILES: [CH3:1][C:2]([CH:9]=[CH:10][CH:11]=[C:12]([CH3:24])[CH2:13][CH2:14][CH2:15][CH:16]([CH3:23])[CH2:17][CH2:18][CH:19]=[C:20]([CH3:22])[CH3:21])=[CH:3][C:4]([O:6]CC)=[O:5].[OH-].[K+].Cl>C(O)(C)C>[CH3:1][C:2]([CH:9]=[CH:10][CH:11]=[C:12]([CH3:24])[CH2:13][CH2:14][CH2:15][CH:16]([CH3:23])[CH2:17][CH2:18][CH:19]=[C:20]([CH3:22])[CH3:21])=[CH:3][C:4]([OH:6])=[O:5] |f:1.2|. Procedure details: 8.0 g. of the ethyl 3,7,11,15-tetramethyl-2,4,6,14-hexadecatetraenoate obtained in the previous. Example 1 was added to a solution of 3.2 g. of potassium hydroxide in 20 ml. of isopropyl alcohol, and the mixture was stirred at 50° C. for 1 hour. The reaction liquid was then poured into ice-water, made acidic by addition of hydrochloric acid, and extracted with 50 ml. of diethyl ether. The ether phase was washed with water, dried over magnesium sulfate, and concentrated to give 7. g. of an oil. T... The reactants are C(C1=CC=CC=C1)OC=1C=C(C=CC1)CCNCC1=CC=C(C=C1)C(C)(C)C ([2-(3-benzyloxy-phenyl)-ethyl]-(4-tert-butyl-benzyl)-amine), ClC=1C(=C(C(=O)O)C=C(C1)C(F)(F)F)F (3-chloro-2-fluoro-5-(trifluoromethyl)benzoic acid). The product is C(C1=CC=CC=C1)OC=1C=C(C=CC1)CCN(C(C1=C(C(=CC(=C1)C(F)(F)F)Cl)F)=O)CC1=CC=C(C=C1)C(C)(C)C (N-[2-(3-benzyloxy-phenyl)-ethyl]-N-(4-tert-butyl-benzyl)-3-chloro-2-fluoro-5-trifluoromethyl-benzamide). RXN SMILES: [CH2:1]([O:8][C:9]1[CH:10]=[C:11]([CH2:15][CH2:16][NH:17][CH2:18][C:19]2[CH:24]=[CH:23][C:22]([C:25]([CH3:28])([CH3:27])[CH3:26])=[CH:21][CH:20]=2)[CH:12]=[CH:13][CH:14]=1)[C:2]1[CH:7]=[CH:6][CH:5]=[CH:4][CH:3]=1.[Cl:29][C:30]1[C:31]([F:43])=[C:32]([CH:36]=[C:37]([C:39]([F:42])([F:41])[F:40])[CH:38]=1)[C:33](O)=[O:34]>>[CH2:1]([O:8][C:9]1[CH:10]=[C:11]([CH2:15][CH2:16][N:17]([CH2:18][C:19]2[CH:24]=[CH:23][C:22]([C:25]([CH3:28])([CH3:27])[CH3:26])=[CH:21][CH:20]=2)[C:33](=[O:34])[C:32]2[CH:36]=[C:37]([C:39]([F:40])([F:41])[F:42])[CH:38]=[C:30]([Cl:29])[C:31]=2[F:43])[CH:12]=[CH:13][CH:14]=1)[C:2]1[CH:3]=[CH:4][CH:5]=[CH:6][CH:7]=1. Reported procedure: The title compound was prepared in analogy to Example 1, using [2-(3-benzyloxy-phenyl)-ethyl]-(4-tert-butyl-benzyl)-amine (S9-C43) and 3-chloro-2-fluoro-5-(trifluoromethyl)benzoic acid. MS: 597.3 [ISP (M+H)+]. The reactants are CS(=O)(=O)C=1C=C(C=CC1)N1CCNCC1 (1-(3-methanesulfonyl-phenyl)-piperazine), C(=O)([O-])[O-].[K+].[K+] (K2CO3), ICCC (1-Iodo-propane). The solvent is CC#N (CH3CN). Yields the product CS(=O)(=O)C=1C=C(C=CC1)N1CCN(CC1)CCC (1-(3-methanesulfonyl-phenyl)-4-propyl-piperazine). Reaction SMILES: [CH3:1][S:2]([C:5]1[CH:6]=[C:7]([N:11]2[CH2:16][CH2:15][NH:14][CH2:13][CH2:12]2)[CH:8]=[CH:9][CH:10]=1)(=[O:4])=[O:3].C([O-])([O-])=O.[K+].[K+].I[CH2:24][CH2:25][CH3:26]>CC#N>[CH3:1][S:2]([C:5]1[CH:6]=[C:7]([N:11]2[CH2:16][CH2:15][N:14]([CH2:24][CH2:25][CH3:26])[CH2:13][CH2:12]2)[CH:8]=[CH:9][CH:10]=1)(=[O:3])=[O:4] |f:1.2.3|. Procedure: A suspension of 1-(3-methanesulfonyl-phenyl)-piperazine (350 mg) and ground K2CO3 (403 mg) was stirred in CH3CN (25 mL) at room temperature. 1-Iodo-propane (712 μL) was added. The mixture was refluxed overnight. The reaction mixture was filtered and the volatiles were evaporated in vacuum. The oily residue was chromatographed on a silica column with MeOH:CH2Cl2 (1:30 (v/v)) as eluent. Collection of the fractions containing pure product and evaporation of the solvent afforded pure 1-(3-methanesul... Starting materials: COC(CC(C1=CC=CC=C1)C1=C(C=CC(=C1)Br)OCC1=CC=CC=C1)=O ((±)-3-(2-benzyloxy-5-bromophenyl)-3-phenylpropionic acid methyl ester), [OH-].[Na+] (sodium hydroxide). The solvent is C(C)O (ethanol). Product: C1(=CC=CC=C1)CCC(=O)O (3-phenylpropionic acid). As a reaction SMILES: C[O:2][C:3](=[O:27])[CH2:4][CH:5](C1C=C(Br)C=CC=1OCC1C=CC=CC=1)[C:6]1[CH:11]=[CH:10][CH:9]=[CH:8][CH:7]=1.[OH-].[Na+]>C(O)C>[C:6]1([CH2:5][CH2:4][C:3]([OH:27])=[O:2])[CH:11]=[CH:10][CH:9]=[CH:8][CH:7]=1 |f:1.2|. Reported procedure: A solution of (±)-3-(2-benzyloxy-5-bromophenyl)-3-phenylpropionic acid methyl ester (0,391 g, 0,92 mmol) in ethanol (5 ml) was treated at 50° C. with excess aqueous sodium hydroxide solution until the milky emulsion became clear. The reaction mixture was then acidified (pH 3), evaporated and extracted with dichloromethane. The organic extract was evaporated and the remaining oil was redissolved in a minimum of boiling ethanol. The precipitation formed after 18 hrs at 4° C. was filtered off and d... The yield is 91.1%. Conditions: time 5 hour. Procedure details: In a 300 ml four-necked flask thoroughly purged with nitrogen, 9.0 g (0.05 mol) of di-tert-butylphosphinous chloride, 0.025 g (0.25 mol (corresponding to 0.5% by mol)) of copper(I) chloride and 30 ml of tetrahydrofuran were placed. To the contents of the flask, 55 ml (0.055 mol) of a tetrahydrofuran solution of methylmagnesium bromide having a concentration of 1 mol/liter was dropwise added over a period of 1 hour with maintaining the temperature at 25° C. to 30° C. After the dropwise addition w... Run in O (water). Reactants: C(C)(C)(C)P(C(C)(C)C)Cl (di-tert-butylphosphinous chloride), O1CCCC1 (tetrahydrofuran), C(C)(C)(C)P(C(C)(C)C)Cl (di-tert-butylphosphinous chloride), C1(=CC=CC=C1)C (toluene), O1CCCC1 (tetrahydrofuran), C[Mg]Br (methylmagnesium bromide). Yields the product C(C)(C)(C)P(C)C(C)(C)C (di-tert-butylmethylphosphine). Reaction SMILES: [C:1]([P:5](Cl)[C:6]([CH3:9])([CH3:8])[CH3:7])([CH3:4])([CH3:3])[CH3:2].O1CCC[CH2:12]1.C[Mg]Br.C1(C)C=CC=CC=1>[Cu]Cl.O>[C:1]([P:5]([C:6]([CH3:9])([CH3:8])[CH3:7])[CH3:12])([CH3:4])([CH3:3])[CH3:2]. The reagents and catalysts are [Cu]Cl (copper(I) chloride).